Dataset: the Open Reaction Database (ORD), a public repository of structured organic reaction records. Task: describe an organic reaction: reactants, conditions, products, and yield The reactants are O[C@H](C)[C@@H]1[C@@H]2N(C(=C([C@@H]2C)S[C@H]2C[C@H](N(C2)C)C(=O)N2CCN(CC2)C(NC(=O)OCC2=CC=C(C=C2)[N+](=O)[O-])=N)C(=O)OCC2=CC=C(C=C2)[N+](=O)[O-])C1=O (4-nitrobenzyl (1R,5S,6S)-6-[(1R)-1-hydroxyethyl]-1-methyl-2-{(2S,4S) -1-methyl-2-[4-(4-nitrobenzyloxycarbonylamidino)piperazin-1-ylcarbonyl]-pyrrolidin-4-yl-thio}-1-carbapen-2-em-3-carboxylate), [H][H] (hydrogen). The reagents and catalysts are [Pd] (palladium-on-carbon). Solvent: O1CCCC1 (tetrahydrofuran), O (water). Yields the product C(N)(=N)N1CCN(CC1)C(=O)[C@H]1N(C[C@H](C1)SC=1[C@@H]([C@H]2N(C1C(=O)O)C([C@@H]2[C@@H](C)O)=O)C)C ((1R,5S,6S)-2-[(2S,4S)-2-(4-Amidinopiperazin -1-ylcarbonyl)-1-methylpyrrolidin-4-ylthio]-6-[(1R)-1-hydroxyethyl]-1-methyl-1-carbapen-2-em-3-carboxylic acid). Reaction SMILES: [OH:1][C@@H:2]([C@H:4]1[C:55](=[O:56])[N:6]2[C:7]([C:42]([O:44]CC3C=CC([N+]([O-])=O)=CC=3)=[O:43])=[C:8]([S:11][C@@H:12]3[CH2:16][N:15]([CH3:17])[C@H:14]([C:18]([N:20]4[CH2:25][CH2:24][N:23]([C:26](=[NH:41])[NH:27]C(OCC5C=CC([N+]([O-])=O)=CC=5)=O)[CH2:22][CH2:21]4)=[O:19])[CH2:13]3)[C@H:9]([CH3:10])[C@H:5]12)[CH3:3].[H][H]>O1CCCC1.O.[Pd]>[C:26]([N:23]1[CH2:24][CH2:25][N:20]([C:18]([C@@H:14]2[CH2:13][C@H:12]([S:11][C:8]3[C@H:9]([CH3:10])[C@@H:5]4[C@@H:4]([C@H:2]([OH:1])[CH3:3])[C:55](=[O:56])[N:6]4[C:7]=3[C:42]([OH:44])=[O:43])[CH2:16][N:15]2[CH3:17])=[O:19])[CH2:21][CH2:22]1)(=[NH:27])[NH2:41]. Procedure details: 500 ml of 4-nitrobenzyl (1R,5S,6S)-6-[(1R)-1-hydroxyethyl]-1-methyl-2-{(2S,4S) -1-methyl-2-[4-(4-nitrobenzyloxycarbonylamidino)piperazin-1-ylcarbonyl]-pyrrolidin-4-yl-thio}-1-carbapen-2-em-3-carboxylate [prepared as described in step (1) above] were dissolved in 75 ml of a 1:1 by volume mixture of tetrahydrofuran and water, and 2400 mg of a 10% w/w palladium-on-carbon catalyst were added to the resulting solution. The mixture was then hydrogenated in an atmosphere of hydrogen at 28° C. for 1 hou...